Dataset: the Open Reaction Database (ORD), a public repository of structured organic reaction records. Task: describe an organic reaction: reactants, conditions, products, and yield Starting materials: OC=1C=C(C=C(C1O)[N+](=O)[O-])C=CC(=O)C1=CC=CC=C1 (3-(3,4-Dihydroxy-5-nitrophenyl)-1-phenylprop-2-en-1-one), C(CCCCCCCCCCCCCCCCC)(=O)Cl (stearoyl chloride). The solvent is O1CCOCC1 (dioxane), petroleum ether. Reaction conditions: temperature 90 celsius. The product is C1(=CC=CC=C1)C(C=CC1=CC(=C(C(=C1)[N+](=O)[O-])O)OC(CCCCCCCCCCCCCCCCC)=O)=O (1-Phenyl-3-(3-stearoyloxy-4-hydroxy-5-nitrophenyl)prop-2-en-1-one). Isolated yield 16.5%. Reaction SMILES: [OH:1][C:2]1[CH:3]=[C:4]([CH:12]=[CH:13][C:14]([C:16]2[CH:21]=[CH:20][CH:19]=[CH:18][CH:17]=2)=[O:15])[CH:5]=[C:6]([N+:9]([O-:11])=[O:10])[C:7]=1[OH:8].[C:22](Cl)(=[O:40])[CH2:23][CH2:24][CH2:25][CH2:26][CH2:27][CH2:28][CH2:29][CH2:30][CH2:31][CH2:32][CH2:33][CH2:34][CH2:35][CH2:36][CH2:37][CH2:38][CH3:39]>O1CCOCC1>[C:16]1([C:14](=[O:15])[CH:13]=[CH:12][C:4]2[CH:5]=[C:6]([N+:9]([O-:11])=[O:10])[C:7]([OH:8])=[C:2]([O:1][C:22](=[O:40])[CH2:23][CH2:24][CH2:25][CH2:26][CH2:27][CH2:28][CH2:29][CH2:30][CH2:31][CH2:32][CH2:33][CH2:34][CH2:35][CH2:36][CH2:37][CH2:38][CH3:39])[CH:3]=2)[CH:21]=[CH:20][CH:19]=[CH:18][CH:17]=1. Procedure details: A solution containing 2.0 g of the product obtained in Example 8 and 10.0 g of stearoyl chloride in 10 ml of dioxane was stirred and heated for 18 h at 90° C. After cooling petroleum ether was added and the product was filtered. Recrystallization from dichloromethane-petroleum ether yielded 0.64 g (17%) of the desired product desired, m.p. 112°-118° C. Reactants: COC(C)(C)C, CCCCCCC, CO, COC(=O)C1=CCC(NC(=O)OC(C)(C)C)C1, ClCCl, O=S(=O)([O-])C(F)(F)F. Yields the product COC(=O)C1CCC(NC(=O)OC(C)(C)C)C1. As a reaction SMILES: [C:26]([O:27][CH3:28])([CH3:29])([CH3:30])[CH3:31].[CH3:32][CH2:33][CH2:34][CH2:35][CH2:36][CH2:37][CH3:38].[CH3:39][OH:40].[CH3:9][O:10][C:11](=[O:12])[C:13]1=[CH:14][CH2:15][CH:16]([NH:18][C:19](=[O:20])[O:21][C:22]([CH3:23])([CH3:24])[CH3:25])[CH2:17]1.[Cl:41][CH2:42][Cl:43].[O-:1][S:2]([C:3]([F:4])([F:5])[F:6])(=[O:7])=[O:8]>>[CH3:9][O:10][C:11](=[O:12])[CH:13]1[CH2:14][CH2:15][CH:16]([NH:18][C:19](=[O:20])[O:21][C:22]([CH3:23])([CH3:24])[CH3:25])[CH2:17]1.